Dataset: the Open Reaction Database (ORD), a public repository of structured organic reaction records. Task: describe an organic reaction: reactants, conditions, products, and yield Product: CCCC1CC(=O)N(C(CC)C(N)=O)C1. As a reaction SMILES: [NH3:1].[O:2]=[C:3]1[N:4]([CH:11]([C:12](=[O:13])[O:14][CH3:15])[CH2:16][CH3:17])[CH2:5][CH:6]([CH2:8][CH2:9][CH3:10])[CH2:7]1.[OH2:18]>>[NH2:1][C:12]([CH:11]([N:4]1[C:3](=[O:2])[CH2:7][CH:6]([CH2:8][CH2:9][CH3:10])[CH2:5]1)[CH2:16][CH3:17])=[O:13]. Starting materials: N, CCCC1CC(=O)N(C(CC)C(=O)OC)C1, O. Starting materials: CN(C(=O)C=1N=NNC1)CCC1CCN(CC1)C(=O)OC(C)(C)C (tert-butyl 4-(2-(N-methyl-1H-1,2,3-triazole-4-carboxamido)ethyl)piperidine-1-carboxylate), Cl (HCl), O1CCOCC1 (dioxane). Yields the product CN(C(=O)C=1N=NNC1)CCC1CCNCC1 (N-methyl-N-(2-(piperidin-4-yl)ethyl)-1H-1,2,3-triazole-4-carboxamide). RXN SMILES: [CH3:1][N:2]([CH2:10][CH2:11][CH:12]1[CH2:17][CH2:16][N:15](C(OC(C)(C)C)=O)[CH2:14][CH2:13]1)[C:3]([C:5]1[N:6]=[N:7][NH:8][CH:9]=1)=[O:4].Cl.O1CCOCC1>CCOC(C)=O>[CH3:1][N:2]([CH2:10][CH2:11][CH:12]1[CH2:13][CH2:14][NH:15][CH2:16][CH2:17]1)[C:3]([C:5]1[N:6]=[N:7][NH:8][CH:9]=1)=[O:4]. Run in CCOC(=O)C (EtOAc). Procedure details: To tert-butyl 4-(2-(N-methyl-1H-1,2,3-triazole-4-carboxamido)ethyl)piperidine-1-carboxylate (step 2) (190 mg, 0.563 mmol) in EtOAc (5 ml) was added 4N HCl in dioxane (5 ml, 20.00 mmol). The mixture was stirred for 30 mins and concentrated under reduced pressure to give crude N-methyl-N-(2-(piperidin-4-yl)ethyl)-1H-1,2,3-triazole-4-carboxamide as a gum. This was used in the next step without further purification. Reaction conditions: time 30 minute. Starting materials: O (water), CC1(C=2C=CC(=CC2C(CC1)(C)C)C(C(=O)O)=O)C (5,6,7,8-tetrahydro-5,5,8,8-tetramethyl-2-naphthylglyoxylic acid), C1CCOC1 (THF), C(C)[Mg]I (ethylmagnesium iodide). The solvent is C(C)OCC (ethyl ether). Reaction conditions: time 4 hour. Product: OC(C(=O)O)(C)C1=CC=2C(CCC(C2C=C1)(C)C)(C)C (α-Hydroxy-α-methyl-5,6,7,8-tetrahydro -5,5,8,8-tetramethyl-2-naphthylacetic acid). As a reaction SMILES: [CH3:1][C:2]1([CH3:19])[CH2:11][CH2:10][C:9]([CH3:13])([CH3:12])[C:8]2[CH:7]=[C:6]([C:14](=[O:18])[C:15]([OH:17])=[O:16])[CH:5]=[CH:4][C:3]1=2.[CH2:20]1COCC1.C([Mg]I)C.O>C(OCC)C>[OH:18][C:14]([C:6]1[CH:5]=[CH:4][C:3]2[C:2]([CH3:19])([CH3:1])[CH2:11][CH2:10][C:9]([CH3:12])([CH3:13])[C:8]=2[CH:7]=1)([CH3:20])[C:15]([OH:17])=[O:16]. Reported procedure: 3.1 g (12 mmol) of 5,6,7,8-tetrahydro-5,5,8,8-tetramethyl-2-naphthylglyoxylic acid and 50 ml of THF are introduced into a three-necked flask. At 0° C. and under a stream of nitrogen, 16 ml (48 retool) of a solution of ethylmagnesium iodide in ethyl ether (3M) are added dropwise and the mixture is stirred at room temperature for four hours. The reaction medium is poured into water, the mixture is extracted with ethyl ether and the organic phase is separated after settling has taken place, then dr... Starting materials: OC[C@H]1CCC(N1)=O ((5R)-5-(hydroxymethyl)pyrrolidin-2-one), C(=C)OCC (ethyl vinyl ether), FC(C(=O)O)(F)F (trifluoroacetic acid). Run in C(Cl)(Cl)Cl (chloroform). Conditions: time 3 hour. The product is C(C)OC(C)OC[C@H]1CCC(N1)=O ((5R)-5-(1-ethoxyethoxymethyl)pyrrolidin-2-one). The yield is 102.0%. As a reaction SMILES: [OH:1][CH2:2][C@@H:3]1[NH:7][C:6](=[O:8])[CH2:5][CH2:4]1.[CH:9]([O:11][CH2:12][CH3:13])=[CH2:10].FC(F)(F)C(O)=O>C(Cl)(Cl)Cl>[CH2:9]([O:11][CH:12]([O:1][CH2:2][C@@H:3]1[NH:7][C:6](=[O:8])[CH2:5][CH2:4]1)[CH3:13])[CH3:10]. Reported procedure: To a solution of (5R)-5-(hydroxymethyl)pyrrolidin-2-one (Aldrich, 8.86 g, 77 mmol) in 70 mL of chloroform at room temperature under an argon atmosphere was added ethyl vinyl ether (10.4 mL, 108 mmol) and catalytic anhydrous trifluoroacetic acid (0.2 mL). After stirring for 3 hours, the reaction was partitioned between methylene chloride (150 mL) and aqueous sodium bicarbonate solution (150 mL) and the phases were separated. The organic phase was dried (K2CO3) and filtered. The filtrate was evapo... The reactants are C1(=CC=CC=C1)[C@@H](C(=O)OCC(C(C)(C)SCC1=CC=C(C=C1)OC)(O)C1=C(C=C(C=C1)F)F)C (2-(2,4-difluorophenyl)-2-hydroxy-3-((4-methoxyphenyl)methylthio)-3-methylbutyl (S)-(+)-2-phenylpropionate), O.[OH-].[Li+] (lithium hydroxide monohydrate), C(C)OCC (diethyl ether). Solvent: C1CCOC1 (THF), O (water). The product is FC1=C(C=CC(=C1)F)C(CO)(C(C)(C)SCC1=CC=C(C=C1)OC)O ((+)-2-(2,4-difluorophenyl)-3-((4-methoxyphenyl)methylthio)-3-methylbutane-1,2 -diol). The yield is 99.1%. RXN SMILES: C1([C@H](C)C([O:10][CH2:11][C:12]([C:27]2[CH:32]=[CH:31][C:30]([F:33])=[CH:29][C:28]=2[F:34])([OH:26])[C:13]([S:16][CH2:17][C:18]2[CH:23]=[CH:22][C:21]([O:24][CH3:25])=[CH:20][CH:19]=2)([CH3:15])[CH3:14])=O)C=CC=CC=1.O.[OH-].[Li+].C(OCC)C>C1COCC1.O>[F:34][C:28]1[CH:29]=[C:30]([F:33])[CH:31]=[CH:32][C:27]=1[C:12]([OH:26])([C:13]([S:16][CH2:17][C:18]1[CH:19]=[CH:20][C:21]([O:24][CH3:25])=[CH:22][CH:23]=1)([CH3:15])[CH3:14])[CH2:11][OH:10] |f:1.2.3|. Reported procedure: In a mixed solvent of 100 ml of THF and 30 ml of water was dissolved 10.0 g (20.0 mmol) of 2-(2,4-difluorophenyl)-2-hydroxy-3-((4-methoxyphenyl)methylthio)-3-methylbutyl (S)-(+)-2-phenylpropionate ([α]25 +15.9° (c=1.09, MeOH)), and 1.68 g (40.0 mmol) of lithium hydroxide monohydrate was added thereto in divided portions with stirring under ice-cooling. The mixture was warmed to room temperature and stirred for 30 hours. To the reaction mixture was added diethyl ether, and the mixture was extract... Reactants: ClC1=C(NC(C(Br)C(C2=CC=C(C(=C2)[N+](=O)[O-])OC)=O)=O)C=CC=C1 (2'-chloro-4-methoxy-5-nitro-α-bromo-benzoylacetanilide), [K].C1(C=2C(C(N1)=O)=CC=CC2)=O (phthalimide potassium). The solvent is CN(C=O)C (dimethylformamide). Product: ClC1=C(NC(C(N2C(C=3C(C2=O)=CC=CC3)=O)C(C3=CC=C(C(=C3)[N+](=O)[O-])OC)=O)=O)C=CC=C1 (2'-chloro-4-methoxy-5-nitro-α-phthalimidobenzoylacetanilide). As a reaction SMILES: [Cl:1][C:2]1[CH:25]=[CH:24][CH:23]=[CH:22][C:3]=1[NH:4][C:5](=[O:21])[CH:6]([C:8](=[O:20])[C:9]1[CH:14]=[C:13]([N+:15]([O-:17])=[O:16])[C:12]([O:18][CH3:19])=[CH:11][CH:10]=1)Br.[K].[C:27]1(=[O:37])[NH:31][C:30](=[O:32])[C:29]2=[CH:33][CH:34]=[CH:35][CH:36]=[C:28]12>CN(C)C=O>[Cl:1][C:2]1[CH:25]=[CH:24][CH:23]=[CH:22][C:3]=1[NH:4][C:5](=[O:21])[CH:6]([C:8](=[O:20])[C:9]1[CH:14]=[C:13]([N+:15]([O-:17])=[O:16])[C:12]([O:18][CH3:19])=[CH:11][CH:10]=1)[N:31]1[C:30](=[O:32])[C:29]2=[CH:33][CH:34]=[CH:35][CH:36]=[C:28]2[C:27]1=[O:37] |f:1.2,^1:25|. Procedure: A mixture of 30 g of 2'-chloro-4-methoxy-5-nitro-α-bromo-benzoylacetanilide and 39 g of phthalimide potassium was stirred in 400 ml of dimethylformamide for 3 hours at room temperature. The reaction product was treated as in Synthesis example 1. Upon recrystallizing the product from methyl cellosolve, 14 g of the Coupler 33 having a melting point of 203°-205° C. was obtained. The reactants are CC(C)=O, Cc1cccc(C)c1CS(=O)(=O)Cl, [NH4+], [OH-], O. Product: Cc1cccc(C)c1CS(N)(=O)=O. As a reaction SMILES: [CH3:14][C:15](=[O:16])[CH3:17].[CH3:1][c:2]1[c:3]([CH2:9][S:10](=[O:11])(=[O:12])[Cl:13])[c:4]([CH3:8])[cH:5][cH:6][cH:7]1.[NH4+:18].[OH-:19].[OH2:20]>>[CH3:1][c:2]1[c:3]([CH2:9][S:10](=[O:11])(=[O:12])[NH2:18])[c:4]([CH3:8])[cH:5][cH:6][cH:7]1.